Dataset: the Open Reaction Database (ORD), a public repository of structured organic reaction records. Task: describe an organic reaction: reactants, conditions, products, and yield Starting materials: CON(C)C(=O)C1CCC(CN(C)C(=O)OC(C)(C)C)CC1, C1CCOC1, [K+], O=S(=O)([O-])O. Yields the product CN(CC1CCC(C=O)CC1)C(=O)OC(C)(C)C. Reaction SMILES: [C:1]([CH3:2])([CH3:3])([CH3:4])[O:5][C:6]([N:7]([CH3:8])[CH2:9][CH:10]1[CH2:11][CH2:12][CH:13]([C:16]([N:17]([O:18][CH3:19])[CH3:20])=[O:21])[CH2:14][CH2:15]1)=[O:22].[CH2:29]1[O:30][CH2:31][CH2:32][CH2:33]1.[K+:28].[S:23](=[O:24])(=[O:25])([OH:26])[O-:27]>>[C:1]([CH3:2])([CH3:3])([CH3:4])[O:5][C:6]([N:7]([CH3:8])[CH2:9][CH:10]1[CH2:11][CH2:12][CH:13]([CH:16]=[O:21])[CH2:14][CH2:15]1)=[O:22]. Starting materials: C(C)(C)(C)P(C(C)(C)C)C(C)(C)C.F[B-](F)(F)F (tri-tert-butylphosphine•tetrafluoroborate), CC(C)([O-])C.[Na+] (sodium tert-butoxide), C(C)(C)(C)OC(=O)N1C[C@H](CC1)NC1=CC(=C(C=C1)Cl)Cl (3(S)-(3,4-dichlorophenylamino)pyrrolidine-1-carboxylic acid tert-butyl ester), BrC=1SC=CN1 (2-bromothiazole). Reagents/catalysts: C=1C=CC(=CC1)/C=C/C(=O)/C=C/C2=CC=CC=C2.C=1C=CC(=CC1)/C=C/C(=O)/C=C/C2=CC=CC=C2.C=1C=CC(=CC1)/C=C/C(=O)/C=C/C2=CC=CC=C2.[Pd].[Pd] (tris(dibenzylideneacetone)dipalladium). Run in C1(=CC=CC=C1)C (toluene). Product: C(C)(C)(C)OC(=O)N1C[C@H](CC1)N(C=1SC=CN1)C1=CC(=C(C=C1)Cl)Cl (3(S)-[(3,4-dichlorophenyl)-thiazol-2-ylamino]pyrrolidine-1-carboxylic acid tert-butyl ester). Isolated yield 31.7%. Reaction SMILES: [C:1]([O:5][C:6]([N:8]1[CH2:12][CH2:11][C@H:10]([NH:13][C:14]2[CH:19]=[CH:18][C:17]([Cl:20])=[C:16]([Cl:21])[CH:15]=2)[CH2:9]1)=[O:7])([CH3:4])([CH3:3])[CH3:2].Br[C:23]1[S:24][CH:25]=[CH:26][N:27]=1.C(P(C(C)(C)C)C(C)(C)C)(C)(C)C.F[B-](F)(F)F.CC(C)([O-])C.[Na+]>C1C=CC(/C=C/C(/C=C/C2C=CC=CC=2)=O)=CC=1.C1C=CC(/C=C/C(/C=C/C2C=CC=CC=2)=O)=CC=1.C1C=CC(/C=C/C(/C=C/C2C=CC=CC=2)=O)=CC=1.[Pd].[Pd].C1(C)C=CC=CC=1>[C:1]([O:5][C:6]([N:8]1[CH2:12][CH2:11][C@H:10]([N:13]([C:14]2[CH:19]=[CH:18][C:17]([Cl:20])=[C:16]([Cl:21])[CH:15]=2)[C:23]2[S:24][CH:25]=[CH:26][N:27]=2)[CH2:9]1)=[O:7])([CH3:4])([CH3:2])[CH3:3] |f:2.3,4.5,6.7.8.9.10|. Reported procedure: To a 150 ml of toluene solution containing 20.0 g of 3(S)-(3,4-dichlorophenylamino)pyrrolidine-1-carboxylic acid tert-butyl ester (60.4 mmol) and 15.0 g of 2-bromothiazole (91.5 mmol) were added 1.86 g of tri-tert-butylphosphine•tetrafluoroborate (6.4 mmol), 2.88 g of tris(dibenzylideneacetone)dipalladium (3.15 mmol) and 11.6 g of sodium tert-butoxide (120 mmol). The mixture was heated under reflux under a nitrogen atmosphere for 9 hours. The reaction solution was cooled to room temperature and ... Reactants: COC1=C(CN2C[C@@H]([C@H]2[C@H]2OC(OC2)(C)C)NC(=O)OC(C)(C)C)C=CC(=C1)OC (t-butyl(3S,4S)-1-(2,4-dimethoxybenzyl)-4-[(R)-2,2-dimethyl-1,3-dioxolan-4-yl]-3-azetidinecarbamate), C(=O)(OC(C)(C)C)OC(=O)OC(C)(C)C (di-t-butyl dicarbonate), [K] (potassium), C([O-])(O)=O.[K+] (potassium bicarbonate), C1(=CC=C(C=C1)S(=O)(=O)O)C (p-toluenesulphonic acid). Run in O1CCCC1 (tetrahydrofuran), O (water). Run at time 24 hour. Product: COC1=C(CN2C([C@H]([C@H]2[C@H](CO)O)NC(=O)OC(C)(C)C)=O)C=CC(=C1)OC (t-butyl(3S,4S)-1-(2,4-dimethoxybenzyl)-4-[(R)-1,2-dihydroxyethyl]-2-oxo-3-azetidinecarbamate). Yield: 204.8%. RXN SMILES: [CH3:1][O:2][C:3]1[CH:28]=[C:27]([O:29][CH3:30])[CH:26]=[CH:25][C:4]=1[CH2:5][N:6]1[C@H:9]([C@@H:10]2[CH2:14][O:13]C(C)(C)[O:11]2)[C@@H:8]([NH:17][C:18]([O:20][C:21]([CH3:24])([CH3:23])[CH3:22])=[O:19])[CH2:7]1.C1(C)C=CC(S(O)(=O)=[O:38])=CC=1.C(=O)(O)[O-].[K+].C(OC(OC(C)(C)C)=O)(OC(C)(C)C)=O.[K]>O1CCCC1.O>[CH3:1][O:2][C:3]1[CH:28]=[C:27]([O:29][CH3:30])[CH:26]=[CH:25][C:4]=1[CH2:5][N:6]1[C@H:9]([C@@H:10]([OH:11])[CH2:14][OH:13])[C@H:8]([NH:17][C:18]([O:20][C:21]([CH3:22])([CH3:24])[CH3:23])=[O:19])[C:7]1=[O:38] |f:2.3,^1:61|. Reported procedure: 76.8 g (0.176 mol) of t-butyl(3S,4S)-1-(2,4-dimethoxybenzyl)-4-[(R)-2,2-dimethyl-1,3-dioxolan-4-yl]-3-azetidinecarbamate are dissolved in 500 ml of tetrahydrofuran and 350 ml of water and the solution is heated to 60° C. for 24 hours with 13.0 g of p-toluenesulphonic acid. The mixture is cooled, neutralized with 10% aqueous potassium bicarbonate solution and evaporated. The residue is taken up in 300 ml of dioxan and treated with 21.8 g (0.1 mol) of di-t-butyl dicarbonate and 7.63 g of potassium... Reactants: C1(=CC=CC=C1)S(=O)C1=CC=CC=C1 (diphenylsulfoxide), Br (hydrobromic acid), crude product, C1(=CC=CC=C1)SC1=CC=CC=C1 (diphenylsulfide), [Br-].[Al+3].[Br-].[Br-] (aluminum bromide). Solvent: CC(=O)C (acetone), CCCCCC (n-hexane). Conditions: temperature 5 celsius, time 6 hour. The product is [Br-].C1(=CC=CC=C1)[S+](C1=CC=C(C=C1)SC1=CC=CC=C1)C1=CC=CC=C1 (dipheny-4-phenylthiophenylsulfonium bromide). The yield is 78.3%. Reaction SMILES: [C:1]1([S:7]([C:9]2[CH:14]=[CH:13][CH:12]=[CH:11][CH:10]=2)=O)[CH:6]=[CH:5][CH:4]=[CH:3][CH:2]=1.[C:15]1([S:21]C2C=CC=CC=2)[CH:20]=[CH:19][CH:18]=[CH:17][CH:16]=1.[Br-:28].[Al+3].[Br-].[Br-].Br>CCCCCC.CC(C)=O>[Br-:28].[C:1]1([S+:7]([C:1]2[CH:6]=[CH:5][CH:4]=[CH:3][CH:2]=2)[C:9]2[CH:14]=[CH:13][C:12]([S:21][C:15]3[CH:20]=[CH:19][CH:18]=[CH:17][CH:16]=3)=[CH:11][CH:10]=2)[CH:6]=[CH:5][CH:4]=[CH:3][CH:2]=1 |f:2.3.4.5,9.10|. Reported procedure: In 200 ml of n-hexane were suspended 6.07 g (0.03 mol) of diphenylsulfoxide and 11.2 g (0.06 mol) of diphenylsulfide, and 48.0 g (0.18 mol) of aluminum bromide was added thereto at 20 to 40° C., followed by reacting at 60 to 65° C. for 6 hours with stirring. After completion of the reaction, the reaction solution was poured into 500 ml of 12% hydrobromic acid, followed by washing with 200 ml of n-hexane five times and extracting with 200 ml of dichloromethane. The obtained dichloromethane layer ... Starting materials: C(CC(C)C)NC(C1=CC=C(C=C1)[N+](=O)[O-])=O (N-Isopentyl-4-nitrobenzamide), [H][H] (hydrogen). Reagents/catalysts: [Pd] (palladium on carbon). Solvent: CO (methanol). Product: NC1=CC=C(C(=O)NCCC(C)C)C=C1 (4-amino-N-isopentylbenzamide). RXN SMILES: [CH2:1]([NH:6][C:7](=[O:17])[C:8]1[CH:13]=[CH:12][C:11]([N+:14]([O-])=O)=[CH:10][CH:9]=1)[CH2:2][CH:3]([CH3:5])[CH3:4].[H][H]>[Pd].CO>[NH2:14][C:11]1[CH:10]=[CH:9][C:8]([C:7]([NH:6][CH2:1][CH2:2][CH:3]([CH3:4])[CH3:5])=[O:17])=[CH:13][CH:12]=1. Procedure details: N-Isopentyl-4-nitrobenzamide (1 g, 4.23 mmol) and methanol (40 ml) were added to palladium on carbon (0.200 g, 1.879 mmol) in a 250 mL SS pressure bottle and the mixture was stirred for 6 hours with hydrogen at 30 psi and room temperature. The mixture was filtered through a nylon membrane and concentrated to provide the title compound. The reactants are 4-Nitrophenylchloroformate, C(C1=CC=CC=C1)OC1=CC=C(CO)C=C1 (p-benzyloxybenzyl alcohol), CN1CCOCC1 (N-methylmorpholine). Solvent: ClCCl (DCM), ClCCl (dichloromethane). Product: [N+](=O)([O-])C1=CC=C(C=C1)O (PARA-NITROPHENOL). Reaction SMILES: [CH:1]1[C:6]([N+:7]([O-:9])=[O:8])=[CH:5][CH:4]=[C:3]([Cl-]C([O-])=O)[CH:2]=1.C([O:21]C1C=CC(CO)=CC=1)C1C=CC=CC=1.CN1CCOCC1>ClCCl>[N+:7]([C:6]1[CH:5]=[CH:4][C:3]([OH:21])=[CH:2][CH:1]=1)([O-:9])=[O:8]. Reported procedure: 4-Nitrophenylchloroformate (260 g, 1.30 mmol) as a solution in 500 ml dichloromethane (DCM) is added to Wang resin (p-benzyloxybenzyl alcohol resin ex Calbiochem-Novabiochem, 350 g, 0.60 mmol) suspended in 1000 ml DCM and N-methylmorpholine (196 ml, 1.79 mmol) and stirred at room temperature for 18 hours. The resin is filtered and washed successively using methanol, DCM and ether to give WANG PARA-NITROPHENOL RESIN. [IR. 1761.5 cm−1; Loading 1.20 mmol/g]. The reactants are FC(C=1C=C(CN([C@@H]2C3=C(NCCC2)C(=CC(=C3)C)C)C=3N=NN(N3)C)C=C(C1)C(F)(F)F)(F)F ((S)—N-(3,5-bis(trifluoromethyl)benzyl)-7,9-dimethyl-N-(2-methyl-2H-tetrazol-5-yl)-2,3,4,5-tetrahydro-1H-benzo[b]azepin-5-amine), C(=O)[C@@H]1CC[C@H](CC1)C(=O)OC ((trans)-methyl 4-formylcyclohexanecarboxylate), C(C)(=O)O[BH-](OC(C)=O)OC(C)=O.[Na+] (sodium triacetoxyborohydride), C(C)#N (acetonitrile). Run in C1CCOC1 (THF). Run at time 8 hour. Yields the product FC(C=1C=C(CN([C@@H]2C3=C(N(CCC2)C[C@@H]2CC[C@H](CC2)C(=O)OC)C(=CC(=C3)C)C)C=3N=NN(N3)C)C=C(C1)C(F)(F)F)(F)F ((Trans)-methyl 4-(((S)-5-((3,5-bis(trifluoromethyl)benzyl)(2-methyl-2H-tetrazol-5-yl)amino)-7,9-dimethyl-2,3,4,5-tetrahydro-1H-benzo[b]azepin-1-yl)methyl)cyclohexanecarboxylate). RXN SMILES: [F:1][C:2]([F:35])([F:34])[C:3]1[CH:4]=[C:5]([CH:27]=[C:28]([C:30]([F:33])([F:32])[F:31])[CH:29]=1)[CH2:6][N:7]([C:21]1[N:22]=[N:23][N:24]([CH3:26])[N:25]=1)[C@H:8]1[CH2:14][CH2:13][CH2:12][NH:11][C:10]2[C:15]([CH3:20])=[CH:16][C:17]([CH3:19])=[CH:18][C:9]1=2.C(O[BH-](OC(=O)C)OC(=O)C)(=O)C.[Na+].C(#N)C.[CH:53]([C@H:55]1[CH2:60][CH2:59][C@H:58]([C:61]([O:63][CH3:64])=[O:62])[CH2:57][CH2:56]1)=O>C1COCC1>[F:35][C:2]([F:34])([F:1])[C:3]1[CH:4]=[C:5]([CH:27]=[C:28]([C:30]([F:33])([F:32])[F:31])[CH:29]=1)[CH2:6][N:7]([C:21]1[N:22]=[N:23][N:24]([CH3:26])[N:25]=1)[C@H:8]1[CH2:14][CH2:13][CH2:12][N:11]([CH2:53][C@H:55]2[CH2:56][CH2:57][C@H:58]([C:61]([O:63][CH3:64])=[O:62])[CH2:59][CH2:60]2)[C:10]2[C:15]([CH3:20])=[CH:16][C:17]([CH3:19])=[CH:18][C:9]1=2 |f:1.2|. Procedure: Charge a flask equipped with an overhead stirrer, temperature probe, nitrogen inlet with (S)—N-(3,5-bis(trifluoromethyl)benzyl)-7,9-dimethyl-N-(2-methyl-2H-tetrazol-5-yl)-2,3,4,5-tetrahydro-1H-benzo[b]azepin-5-amine (5 g, 10.03 mmoles) and sodium triacetoxyborohydride (3.19 g, 15.05 mmoles) and acetonitrile (40 mL). Immerse the flask in an ice bath to cool the slurry to below about 5° C., then add (trans)-methyl 4-formylcyclohexanecarboxylate (2.99 g, 17.57 mmoles, prepared essentially according... Starting materials: CC(=O)OI1(C=2C=CC=CC2C(=O)O1)(OC(=O)C)OC(=O)C (Dess-Martin periodinane), ClC=1C=C(CCO)C=CC1 (3-chlorophenethyl alcohol). Solvent: C(Cl)Cl (CH2Cl2). Reaction conditions: time 15 minute. Yields the product ClC=1C=C(C=CC1)CC=O (3-Chlorophenylacetaldehyde). Isolated yield 77.9%. Reaction SMILES: CC(OI1(OC(C)=O)(OC(C)=O)OC(=O)C2C=CC=CC1=2)=O.[Cl:23][C:24]1[CH:25]=[C:26]([CH:30]=[CH:31][CH:32]=1)[CH2:27][CH2:28][OH:29]>C(Cl)Cl>[Cl:23][C:24]1[CH:25]=[C:26]([CH2:27][CH:28]=[O:29])[CH:30]=[CH:31][CH:32]=1. Procedure: Dess-Martin periodinane (1.02 g, 2.4 mmol) was diluted in anhydrous CH2Cl2 (25 mL) under argon, and when solution was affected, 3-chlorophenethyl alcohol (33, 0.313 g, 2.00 mmol) was added dropwise. The mixture was stirred for 2 h and 15 min at room temperature, and was then quenched by addition of 20 mL sat. aq. Na2S2O3. After stirring at room temperature for 15 min, the layers were separated, and the aqueous layer was extracted with CH2Cl2 (2×50 mL). The organic layer was washed with H2O and s...